Task: describe an organic reaction: reactants, conditions, products, and yield. Dataset: the Open Reaction Database (ORD), a public repository of structured organic reaction records Starting materials: ClC1=C(C(=CC=C1)Cl)NC(=S)N ((2,6-dichlorophenyl)-thiourea), BrCC(=O)C1=CC=2C3=C(C(NC2C=C1)=O)NC=C3.C(C)C(=O)[O-] (8-(2-bromo-acetyl)-4-oxo-4,5-dihydro-3H-pyrrolo[2,3-c]quinoline 1-ethyl carboxylate). Run in C(C)O (ethanol). Run at temperature 90 celsius, time 6 hour. The product is ClC1=C(C(=CC=C1)Cl)NC=1SC=C(N1)C1=CC=2C3=C(C(NC2C=C1)=O)NC=C3.C(C)C(=O)[O-] (8-[2-(2,6-dichlorophenylamino)-thiazol-4-yl]-4-oxo-4,5-dihydro-3H-pyrrolo[2,3-c]quinoline 1-ethyl carboxylate). The yield is 26.0%. Reaction SMILES: [Cl:1][C:2]1[CH:7]=[CH:6][CH:5]=[C:4]([Cl:8])[C:3]=1[NH:9][C:10]([NH2:12])=[S:11].Br[CH2:14][C:15]([C:17]1[CH:26]=[CH:25][C:24]2[NH:23][C:22](=[O:27])[C:21]3[NH:28][CH:29]=[CH:30][C:20]=3[C:19]=2[CH:18]=1)=O.[CH2:31]([C:33]([O-:35])=[O:34])[CH3:32]>C(O)C>[Cl:1][C:2]1[CH:7]=[CH:6][CH:5]=[C:4]([Cl:8])[C:3]=1[NH:9][C:10]1[S:11][CH:14]=[C:15]([C:17]2[CH:26]=[CH:25][C:24]3[NH:23][C:22](=[O:27])[C:21]4[NH:28][CH:29]=[CH:30][C:20]=4[C:19]=3[CH:18]=2)[N:12]=1.[CH2:31]([C:33]([O-:35])=[O:34])[CH3:32] |f:1.2,4.5|. Reported procedure: 87 mg (1.2 mmol) of (2,6-dichlorophenyl)-thiourea is added to a suspension of 124 mg (0.33 mmol) of 8-(2-bromo-acetyl)-4-oxo-4,5-dihydro-3H-pyrrolo[2,3-c]quinoline-1-ethyl carboxylate in 3.5 mL of ethanol. The mixture is stirred at 90° C. for 6 hours then the mixture is cooled to room temperature. The solvent is evaporated, then the product is purified by preparative LCMS. After drying, 43 mg (26%) of 8-[2-(2,6-dichlorophenylamino)-thiazol-4-yl]-4-oxo-4,5-dihydro-3H-pyrrolo[2,3-c]quinoline-1-eth... Starting materials: CN(C(OC(C)(C)C)=O)C1(CC1)\C=C/C=1C=NC=CC1 (tert-Butyl methyl{1-[(Z)-2-(3-pyridyl)ethenyl]cyclopropyl}carbamate). Reagents/catalysts: [Pd] (palladium-on-carbon). Run in CO (methanol). Product: CN(C(OC(C)(C)C)=O)C1(CC1)CCC=1C=NC=CC1 (tert-Butyl methyl{1-[2-(3-pyridyl)ethyl]cyclopropyl}carbamate). RXN SMILES: [CH3:1][N:2]([C:10]1(/[CH:13]=[CH:14]\[C:15]2[CH:16]=[N:17][CH:18]=[CH:19][CH:20]=2)[CH2:12][CH2:11]1)[C:3](=[O:9])[O:4][C:5]([CH3:8])([CH3:7])[CH3:6]>CO.[Pd]>[CH3:1][N:2]([C:10]1([CH2:13][CH2:14][C:15]2[CH:16]=[N:17][CH:18]=[CH:19][CH:20]=2)[CH2:12][CH2:11]1)[C:3](=[O:9])[O:4][C:5]([CH3:8])([CH3:6])[CH3:7]. Procedure: 5.1 g of the product obtained in Step 1 dissolved in 120 ml of methanol are hydrogenated in the presence of 1 g of 10% palladium-on-carbon (20° C., 1 bar, 3 hours). The catalyst is filtered off and rinsed with methanol; concentrating to dryness and drying at 45° C. and 0.5 torr allows the desired product to be obtained. The reactants are O1B(OB(OB1[C@H](CC(C)C)NC([C@H](CC1=CC=CC=C1)NC(=O)C1=NC=CN=C1)=O)[C@H](CC(C)C)NC([C@H](CC1=CC=CC=C1)NC(=O)C1=NC=CN=C1)=O)[C@H](CC(C)C)NC([C@H](CC1=CC=CC=C1)NC(=O)C1=NC=CN=C1)=O (N,N′,N″-(boroxin-2,4,6-triyltris{[(1R)-3-methylbutane-1,1-diyl]imino[(2S)-1-oxo-3-phenylpropane-1,2-diyl]})tripyrazine-2-carboxamide), C([C@H](O)CC(=O)O)(=O)O (D-malic acid). Solvent: CC(=O)C (acetone). Reaction conditions: time 3 hour. Product: CC(C[C@H](NC([C@H](CC1=CC=CC=C1)NC(=O)C1=NC=CN=C1)=O)B1OC([C@H](O1)CC(=O)O)=O)C (2-((R)-2-((R)-3-methyl-1-((S)-3-phenyl-2-(pyrazine-2-carboxamido)propanamido)butyl)-5-oxo-1,3,2-dioxaborolan-4-yl)acetic acid). Reaction SMILES: O1B([C@@H](NC(=O)[C@@H](NC(C2C=NC=CN=2)=O)CC2C=CC=CC=2)CC(C)C)[O:5][B:4]([C@@H:32]([NH:37][C:38](=[O:56])[C@@H:39]([NH:47][C:48]([C:50]2[CH:55]=[N:54][CH:53]=[CH:52][N:51]=2)=[O:49])[CH2:40][C:41]2[CH:46]=[CH:45][CH:44]=[CH:43][CH:42]=2)[CH2:33][CH:34]([CH3:36])[CH3:35])[O:3]B1[C@@H](NC(=O)[C@@H](NC(C1C=NC=CN=1)=O)CC1C=CC=CC=1)CC(C)C.[C:82](O)(=[O:89])[C@@H:83]([CH2:85][C:86]([OH:88])=[O:87])O>CC(C)=O>[CH3:35][CH:34]([CH3:36])[CH2:33][C@@H:32]([B:4]1[O:5][C@H:83]([CH2:85][C:86]([OH:88])=[O:87])[C:82](=[O:89])[O:3]1)[NH:37][C:38](=[O:56])[C@@H:39]([NH:47][C:48]([C:50]1[CH:55]=[N:54][CH:53]=[CH:52][N:51]=1)=[O:49])[CH2:40][C:41]1[CH:46]=[CH:45][CH:44]=[CH:43][CH:42]=1. Reported procedure: A mixture of N,N′,N″-(boroxin-2,4,6-triyltris{[(1R)-3-methylbutane-1,1-diyl]imino[(2S)-1-oxo-3-phenylpropane-1,2-diyl]})tripyrazine-2-carboxamide (0.305 g, 0.278 mmol) and D-malic acid (130.3 mg, 0.33 mmol) were mixed in acetone (3 mL). The mixture was heated to form a solution. The solution was cooled uncontrolled until the internal temperature was about 25° C. White solid precipitated out and the resultant slurry was agitated at ambient temperature for 3 h. The slurry was filtered to collect s... Reported procedure: tert-Butyl 3-{[(2-chloro-3-nitroquinolin-4-yl)amino]methyl}benzylcarbamate (19.64 g, 44.34 mmol), 5% platinum on carbon (2.0 g), and acetonitrile (325 mL) were added to a Parr vessel and shaken under hydrogen pressure (30 psi, 2.1×105 Pa) overnight. The mixture was filtered, and the filtrate was concentrated under reduced pressure and further dried under high vacuum for 1.5 hours to provide 17.03 g of tert-butyl 3-{[(3-amino-2-chloroquinolin-4-yl)amino]methyl}benzylcarbamate as a thick, brown oi... Yields the product NC=1C(=NC2=CC=CC=C2C1NCC=1C=C(CNC(OC(C)(C)C)=O)C=CC1)Cl (tert-butyl 3-{[(3-amino-2-chloroquinolin-4-yl)amino]methyl}benzylcarbamate). As a reaction SMILES: [Cl:1][C:2]1[C:11]([N+:12]([O-])=O)=[C:10]([NH:15][CH2:16][C:17]2[CH:18]=[C:19]([CH:29]=[CH:30][CH:31]=2)[CH2:20][NH:21][C:22](=[O:28])[O:23][C:24]([CH3:27])([CH3:26])[CH3:25])[C:9]2[C:4](=[CH:5][CH:6]=[CH:7][CH:8]=2)[N:3]=1>[Pt].C(#N)C>[NH2:12][C:11]1[C:2]([Cl:1])=[N:3][C:4]2[C:9]([C:10]=1[NH:15][CH2:16][C:17]1[CH:18]=[C:19]([CH:29]=[CH:30][CH:31]=1)[CH2:20][NH:21][C:22](=[O:28])[O:23][C:24]([CH3:26])([CH3:27])[CH3:25])=[CH:8][CH:7]=[CH:6][CH:5]=2. The yield is 93.0%. Conditions: time 8 hour. Solvent: C(C)#N (acetonitrile). Reagents/catalysts: [Pt] (platinum on carbon). Starting materials: ClC1=NC2=CC=CC=C2C(=C1[N+](=O)[O-])NCC=1C=C(CNC(OC(C)(C)C)=O)C=CC1 (tert-Butyl 3-{[(2-chloro-3-nitroquinolin-4-yl)amino]methyl}benzylcarbamate). Reactants: C1CCOC1, C[Si](C)(C)[N-][Si](C)(C)C, Cc1c(Cl)c(C(=O)O)c2n(c1=O)CCC2, Nc1ccc(I)cc1F, [Li+]. Yields the product Cc1c(Nc2ccc(I)cc2F)c(C(=O)O)c2n(c1=O)CCC2. As a reaction SMILES: [CH2:35]1[O:36][CH2:37][CH2:38][CH2:39]1.[CH3:26][Si:27]([N-:28][Si:29]([CH3:30])([CH3:31])[CH3:32])([CH3:33])[CH3:34].[Cl:1][c:2]1[c:3]([CH3:15])[c:4](=[O:14])[n:5]2[c:9]([c:10]1[C:11](=[O:12])[OH:13])[CH2:8][CH2:7][CH2:6]2.[F:16][c:17]1[c:18]([NH2:19])[cH:20][cH:21][c:22]([I:24])[cH:23]1.[Li+:25]>>[c:2]1([NH:19][c:18]2[c:17]([F:16])[cH:23][c:22]([I:24])[cH:21][cH:20]2)[c:3]([CH3:15])[c:4](=[O:14])[n:5]2[c:9]([c:10]1[C:11](=[O:12])[OH:13])[CH2:8][CH2:7][CH2:6]2.